The task is: describe an organic reaction: reactants, conditions, products, and yield. This data is from the Open Reaction Database (ORD), a public repository of structured organic reaction records. Reactants: [H-].[Na+] (NaH), anhydride, N1([C@H](C(=O)O)CCC1)C(=O)OC(C)(C)C (Boc-Pro-OH), N1([C@H](C(=O)O)CCC1)C(=O)OC(C)(C)C (Boc-Pro-OH), CN1CCOCC1 (N-methylmorpholine), C(C(C)C)OC(=O)Cl (isobutylchloroformate), FCC(=O)OCC (Ethyl fluoroacetate). Solvent: CCOCC (ether), C1CCOC1 (THF), CCOCC (ether). Conditions: time 3 hour. The product is C(C)OC(=O)C(C(=O)C1N(CCC1)C(=O)OC(C)(C)C)F (2-(2'-Ethoxycarbonyl-2'-fluoroacetyl)-N-t-butoxycarbonylpyrrolidine). Reaction SMILES: [F:1][CH2:2][C:3]([O:5][CH2:6][CH3:7])=[O:4].[H-].[Na+].[N:10]1([C:18]([O:20][C:21]([CH3:24])([CH3:23])[CH3:22])=[O:19])[CH2:17][CH2:16][CH2:15][C@H:11]1[C:12](O)=[O:13].CN1CCOCC1.C(OC(Cl)=O)C(C)C>CCOCC.C1COCC1>[CH2:6]([O:5][C:3]([CH:2]([F:1])[C:12]([CH:11]1[CH2:15][CH2:16][CH2:17][N:10]1[C:18]([O:20][C:21]([CH3:24])([CH3:23])[CH3:22])=[O:19])=[O:13])=[O:4])[CH3:7] |f:1.2|. Procedure: Ethyl fluoroacetate (2.0 g, 18.9 m mol) in ether (25 ml) was added dropwise with stirring to a suspension of NaH (50 percent oil dispersion)(0.91 g, 18.9 m mol) in ether (20 ml). The reaction mixture was stirred three hours at room temperature, then cooled to -15°. The mixed anhydride of Boc-Pro-OH [prepared from Boc-Pro-OH (4.1 g, 18.9 m mol) in the THF (50 ml) containing N-methylmorpholine (2.1 ml, 18.9 m mol) at -15°, by the addition of isobutylchloroformate (2.45 ml, 18.9 m mol) and stirred ... The product is ClC1=C(OCC2=NC3=CC=CC=C3C=C2)C=CC(=C1)C1=NN(C=C1C1=CC=NC=C1)C (2-[2-Chloro-4-(1-methyl-4-pyridin-4-yl-1H-pyrazol-3-yl)-phenoxymethyl]-quinoline). The reactants are N1=CC=C(C=C1)C1=C(NN=C1)C1=CC=C(C=C1)CCC1=NC2=CC=CC=C2C=C1 (2-{2-[4-(4-Pyridin-4-yl-2H-pyrazol-3-yl)-phenyl]-ethyl}-quinoline), CNN (methyl hydrazine), ClC=1C=C(C=CC1OCC1=NC2=CC=CC=C2C=C1)C(CC1=CC=NC=C1)=O (1-[3-Chloro-4-(quinolin-2-ylmethoxy)-phenyl]-2-pyridin-4-yl-ethanone). RXN SMILES: N1C=CC(C2[CH:11]=[N:10][NH:9]C=2C2C=CC(CCC3C=CC4C(=CC=CC=4)N=3)=CC=2)=CC=1.[CH3:30]NN.[Cl:33][C:34]1[CH:35]=[C:36]([C:52](=O)[CH2:53][C:54]2[CH:59]=[CH:58][N:57]=[CH:56][CH:55]=2)[CH:37]=[CH:38][C:39]=1[O:40][CH2:41][C:42]1[CH:51]=[CH:50][C:49]2[C:44](=[CH:45][CH:46]=[CH:47][CH:48]=2)[N:43]=1>>[Cl:33][C:34]1[CH:35]=[C:36]([C:52]2[C:53]([C:54]3[CH:59]=[CH:58][N:57]=[CH:56][CH:55]=3)=[CH:30][N:10]([CH3:11])[N:9]=2)[CH:37]=[CH:38][C:39]=1[O:40][CH2:41][C:42]1[CH:51]=[CH:50][C:49]2[C:44](=[CH:45][CH:46]=[CH:47][CH:48]=2)[N:43]=1. Reported procedure: Following the procedure for the preparation of 2-{2-[4-(4-Pyridin-4-yl-2H-pyrazol-3-yl)-phenyl]-ethyl}-quinoline but substituting methyl hydrazine and 1-[3-Chloro-4-(quinolin-2-ylmethoxy)-phenyl]-2-pyridin-4-yl-ethanone provided the title compound. 1H NMR (400 MHz, CDCl3) δ 8.47 (d, J=6.2 Hz, 2 H), 8.21 (d, J=8.3 Hz, 1 H), 8.04 (d, J=7.5 Hz, 1H), 7.83 (d, J=8.3 Hz, 1 H), 7.78 (d, J=8.7 Hz, 1 H), 7.72 (m, 1H), 7.56 (m, 3 H), 7.21 (m, 1H), 7.14 (d, J=6.2 Hz, 2 H), 6.97 (d, J=8.7 Hz, 1 H), 5.46 (s,... Starting materials: CCCCN=C=O, O=C(Cl)Cl, O=C=NS(=O)(=O)N=C=O, NS(=O)(=O)c1ccccc1-c1ccccc1, Cc1ccccc1C. The product is O=C=NS(=O)(=O)c1ccccc1-c1ccccc1. Reaction SMILES: [CH3:17][CH2:18][CH2:19][CH2:20][N:21]=[C:22]=[O:23].[Cl:24][C:25](=[O:26])[Cl:27].[S:28]([N:29]=[C:30]=[O:31])([N:32]=[C:33]=[O:34])(=[O:35])=[O:36].[c:1]1(-[c:11]2[cH:12][cH:13][cH:14][cH:15][cH:16]2)[c:2]([S:7](=[O:8])(=[O:9])[NH2:10])[cH:3][cH:4][cH:5][cH:6]1.[c:37]1([CH3:38])[c:39]([CH3:40])[cH:41][cH:42][cH:43][cH:44]1>>[c:1]1(-[c:11]2[cH:12][cH:13][cH:14][cH:15][cH:16]2)[c:2]([S:7](=[O:8])(=[O:9])[N:10]=[C:22]=[O:23])[cH:3][cH:4][cH:5][cH:6]1. The yield is 77.5%. Procedure details: 14 g of H-D-Tyr(Bzl)-OBzl (38.7 mmoles) and 12.53 g of Boc-Asp(OBzl)-OH (38.7 mmoles) are dissolved in 145 ml of CH2Cl2. In the ice-cooled solution 8.78 g of DCC (42.5 mmoles) dissolved in 35 ml of CH2Cl2 are dropped. The mixture is left under stirring for 1 h at room temperature and for one night at 4° C. The resulting precipitate (dicyclohexylurea) is filtered off and the filtrate is evaporated to dryness under vacuum. The semi-solid residue is taken up with 170 ml of 70/30 ethanol/H2O, the mi... Solvent: C(Cl)Cl (CH2Cl2), C(Cl)Cl (CH2Cl2). Yields the product N([C@@H](CC(OCC1=CC=CC=C1)=O)C(=O)N[C@H](CC1=CC=C(C=C1)OCC1=CC=CC=C1)C(=O)OCC1=CC=CC=C1)C(=O)OC(C)(C)C (Boc-Asp(OBzl)-D-Tyr(Bzl)-OBzl). Starting materials: ice, C1CCC(CC1)N=C=NC2CCCCC2 (DCC), N[C@H](CC1=CC=C(C=C1)OCC1=CC=CC=C1)C(=O)OCC1=CC=CC=C1 (H-D-Tyr(Bzl)-OBzl), N([C@@H](CC(OCC1=CC=CC=C1)=O)C(=O)O)C(=O)OC(C)(C)C (Boc-Asp(OBzl)-OH). As a reaction SMILES: [NH2:1][C@@H:2]([C:18]([O:20][CH2:21][C:22]1[CH:27]=[CH:26][CH:25]=[CH:24][CH:23]=1)=[O:19])[CH2:3][C:4]1[CH:9]=[CH:8][C:7]([O:10][CH2:11][C:12]2[CH:17]=[CH:16][CH:15]=[CH:14][CH:13]=2)=[CH:6][CH:5]=1.[NH:28]([C:44]([O:46][C:47]([CH3:50])([CH3:49])[CH3:48])=[O:45])[C@H:29]([C:41](O)=[O:42])[CH2:30][C:31](=[O:40])[O:32][CH2:33][C:34]1[CH:39]=[CH:38][CH:37]=[CH:36][CH:35]=1.C1CCC(N=C=NC2CCCCC2)CC1>C(Cl)Cl>[NH:28]([C:44]([O:46][C:47]([CH3:50])([CH3:49])[CH3:48])=[O:45])[C@H:29]([C:41]([NH:1][C@@H:2]([C:18]([O:20][CH2:21][C:22]1[CH:23]=[CH:24][CH:25]=[CH:26][CH:27]=1)=[O:19])[CH2:3][C:4]1[CH:5]=[CH:6][C:7]([O:10][CH2:11][C:12]2[CH:17]=[CH:16][CH:15]=[CH:14][CH:13]=2)=[CH:8][CH:9]=1)=[O:42])[CH2:30][C:31](=[O:40])[O:32][CH2:33][C:34]1[CH:39]=[CH:38][CH:37]=[CH:36][CH:35]=1. Reaction conditions: temperature 4 celsius, time 1 hour. The reactants are C(#N)C1=CC=C(C=C1)C1=CC(=CC=C1)CN(C(CNC(OC(C)(C)C)=O)=O)C (tert-Butyl (2-{[(4′-cyanobiphenyl-3-yl)methyl](methyl)amino}-2-oxoethyl)carbamate), N (ammonia). Reagents/catalysts: [Ni] (Raney nickel). Run in CO (MeOH). Conditions: time 8 hour. The product is NCC1=CC=C(C=C1)C1=CC(=CC=C1)CN(C(CNC(OC(C)(C)C)=O)=O)C (tert-butyl {2-[{[4′-(aminomethyl)biphenyl-3-yl]methyl}(methyl)amino]-2-oxoethyl}carbamate). The yield is 68.5%. RXN SMILES: [C:1]([C:3]1[CH:8]=[CH:7][C:6]([C:9]2[CH:14]=[CH:13][CH:12]=[C:11]([CH2:15][N:16]([CH3:28])[C:17](=[O:27])[CH2:18][NH:19][C:20](=[O:26])[O:21][C:22]([CH3:25])([CH3:24])[CH3:23])[CH:10]=2)=[CH:5][CH:4]=1)#[N:2].N>CO.[Ni]>[NH2:2][CH2:1][C:3]1[CH:4]=[CH:5][C:6]([C:9]2[CH:14]=[CH:13][CH:12]=[C:11]([CH2:15][N:16]([CH3:28])[C:17](=[O:27])[CH2:18][NH:19][C:20](=[O:26])[O:21][C:22]([CH3:24])([CH3:25])[CH3:23])[CH:10]=2)=[CH:7][CH:8]=1. Procedure details: tert-Butyl (2-{[(4′-cyanobiphenyl-3-yl)methyl](methyl)amino}-2-oxoethyl)carbamate (1.3 g) was dissolved in MeOH (20 ml), and a 28% aqueous ammonia solution (2 ml) was added thereto. Then, Raney nickel (205 mg) was added thereto under an argon atmosphere, followed by stirring at room temperature overnight under a hydrogen atmosphere at 1 atm. The reaction mixture was filtered and washed with water, and then the filtrate was extracted with CHCl3. The organic layer was concentrated under reduced pr... Starting materials: ClCCCBr, O=C([O-])[O-], CC(C)=O, [K+], [K+], OCCc1ccc(O)cc1. Yields the product OCCc1ccc(OCCCCl)cc1. As a reaction SMILES: [Br:17][CH2:18][CH2:19][CH2:20][Cl:21].[C:11](=[O:12])([O-:13])[O-:14].[CH3:22][C:23](=[O:24])[CH3:25].[K+:15].[K+:16].[OH:1][CH2:2][CH2:3][c:4]1[cH:5][cH:6][c:7]([OH:8])[cH:9][cH:10]1>>[OH:1][CH2:2][CH2:3][c:4]1[cH:5][cH:6][c:7]([O:8][CH2:18][CH2:19][CH2:20][Cl:21])[cH:9][cH:10]1. The reactants are FC(C=1C=C2C(=NC=NC2=CC1)O)(F)F (6-(trifluoromethyl)quinazolin-4-ol), P(=O)(Cl)(Cl)Cl (phosphorous oxychloride). Yields the product ClC1=NC=NC2=CC=C(C=C12)C(F)(F)F (4-chloro-6-(trifluoromethyl)quinazoline). As a reaction SMILES: [F:1][C:2]([F:15])([F:14])[C:3]1[CH:4]=[C:5]2[C:10](=[CH:11][CH:12]=1)[N:9]=[CH:8][N:7]=[C:6]2O.P(Cl)(Cl)([Cl:18])=O>>[Cl:18][C:6]1[C:5]2[C:10](=[CH:11][CH:12]=[C:3]([C:2]([F:15])([F:14])[F:1])[CH:4]=2)[N:9]=[CH:8][N:7]=1. Procedure: A suspension of 6-(trifluoromethyl)quinazolin-4-ol (10.41 g, 48.4 mmol) in phosphorous oxychloride (100 mL) was heated at reflux for 3 h, during which time a clear, amber solution was observed. The solution was cooled to room temperature, concentrated in-vacuo, and stripped 3× from 150 mL methylene chloride to remove any remaining phosphorous oxychloride. The residue was partitioned between EtOAc and saturated sodium bicarbonate (1:1, 300 mL), and the mixture was stirred until gas evolution ceas...